Dataset: the Open Reaction Database (ORD), a public repository of structured organic reaction records. Task: describe an organic reaction: reactants, conditions, products, and yield Starting materials: CO, OC(C1C=CCCC1)C(Cl)(Cl)Cl, [H][H]. Product: OC(C1CCCCC1)C(Cl)(Cl)Cl. Reaction SMILES: [CH3:15][OH:16].[CH:1]1([CH:7]([C:8]([Cl:9])([Cl:10])[Cl:11])[OH:12])[CH:2]=[CH:3][CH2:4][CH2:5][CH2:6]1.[H:13][H:14]>>[CH:1]1([CH:7]([C:8]([Cl:9])([Cl:10])[Cl:11])[OH:12])[CH2:2][CH2:3][CH2:4][CH2:5][CH2:6]1.